From a dataset of the Open Reaction Database (ORD), a public repository of structured organic reaction records. describe an organic reaction: reactants, conditions, products, and yield Starting materials: C1(CC1)C1=NC2=C(N1C)C=C(C=C2)N2C(C=C(C=C2)O)=O (1-(2-cyclopropyl-1-methyl-1H-benzimidazol-6-yl)-4-hydroxypyridin-2(1H)-one), BrCC1=C(C=CC=C1)F (1-Bromomethyl-2-fluorobenzene), [H-].[Na+] (NaH). Run in C1CCOC1 (THF), C1CCOC1 (THF), C1CCOC1 (THF). Conditions: time 30 minute. Product: C1(CC1)C1=NC2=C(N1C)C=C(C=C2)N2C(C=C(C=C2)OCC2=C(C=CC=C2)F)=O (1-(2-Cyclopropyl-1-methyl-1H-benzimidazol-6-yl)-4-((2-fluorobenzyl)oxy)pyridin-2(1H)-one). Yield: 27.0%. As a reaction SMILES: [H-].[Na+].[CH:3]1([C:6]2[N:10]([CH3:11])[C:9]3[CH:12]=[C:13]([N:16]4[CH:21]=[CH:20][C:19]([OH:22])=[CH:18][C:17]4=[O:23])[CH:14]=[CH:15][C:8]=3[N:7]=2)[CH2:5][CH2:4]1.Br[CH2:25][C:26]1[CH:31]=[CH:30][CH:29]=[CH:28][C:27]=1[F:32]>C1COCC1>[CH:3]1([C:6]2[N:10]([CH3:11])[C:9]3[CH:12]=[C:13]([N:16]4[CH:21]=[CH:20][C:19]([O:22][CH2:25][C:26]5[CH:31]=[CH:30][CH:29]=[CH:28][C:27]=5[F:32])=[CH:18][C:17]4=[O:23])[CH:14]=[CH:15][C:8]=3[N:7]=2)[CH2:4][CH2:5]1 |f:0.1|. Procedure: To a stirred suspension of NaH (40% oil dispersion, 50 mg) in THF (9 ml) was added a solution of 1-(2-cyclopropyl-1-methyl-1H-benzimidazol-6-yl)-4-hydroxypyridin-2(1H)-one (150 mg) in THF (1 ml) at 0° C., and then the mixture was stirred at room temperature for 30 min. 1-Bromomethyl-2-fluorobenzene (150 mg) in THF (0.5 ml) was added, and the resulting mixture was stirred at room temperature for 12 h. The reaction mixture was quenched with ice-water and extracted with DCM. The extract was washed ... Starting materials: FC1=C(C=CC=C1F)[C@H]1[C@@H](C=2C(=NC=CC2)[C@@H](CC1)O[Si](C(C)C)(C(C)C)C(C)C)NC(OC(C)(C)C)=O (tert-butyl (5S,6S,9R)-6-(2,3-difluorophenyl)-9-(triisopropylsilyloxy)-6,7,8,9-tetrahydro-5H-cyclohepta[b]pyridin-5-ylcarbamate), O1CCCC1 (tetrahydrofuran), C([O-])(O)=O.[Na+] (sodium bicarbonate). Conditions: time 1 hour. The product is FC1=C(C=CC=C1F)[C@H]1[C@@H](C=2C(=NC=CC2)[C@@H](CC1)O)NC(OC(C)(C)C)=O (tert-butyl (5S,6S,9R)-6-(2,3-difluorophenyl)-9-hydroxy-6,7,8,9-tetrahydro-5H-cyclohepta[b]pyridin-5-ylcarbamate). The yield is 86.6%. RXN SMILES: [F:1][C:2]1[C:7]([F:8])=[CH:6][CH:5]=[CH:4][C:3]=1[C@@H:9]1[CH2:19][CH2:18][C@@H:17]([O:20][Si](C(C)C)(C(C)C)C(C)C)[C:12]2=[N:13][CH:14]=[CH:15][CH:16]=[C:11]2[C@H:10]1[NH:31][C:32](=[O:38])[O:33][C:34]([CH3:37])([CH3:36])[CH3:35].O1CCCC1.C(=O)(O)[O-].[Na+]>>[F:1][C:2]1[C:7]([F:8])=[CH:6][CH:5]=[CH:4][C:3]=1[C@@H:9]1[CH2:19][CH2:18][C@@H:17]([OH:20])[C:12]2=[N:13][CH:14]=[CH:15][CH:16]=[C:11]2[C@H:10]1[NH:31][C:32](=[O:38])[O:33][C:34]([CH3:36])([CH3:35])[CH3:37] |f:2.3|. Reported procedure: To a solution of tert-butyl (5S,6S,9R)-6-(2,3-difluorophenyl)-9-(triisopropylsilyloxy)-6,7,8,9-tetrahydro-5H-cyclohepta[b]pyridin-5-ylcarbamate (600 mg, 1.097 mmol) in tetrahydrofuran (15 mL) N-butyl-N,N-dipropylbutan-1-aminium fluoride (1.207 mL, 1.2067 mmol) was added at room temperature. After 1 h, LCMS showed the reaction was complete. Aqueous sodium bicarbonate solution was added (5 ml). The solvent was removed in vacuo and the mixture was extracted with ethyl acetate, dried over sodium sul... Reactants: ClC=1N=CC(=C2C1N(C=C2C)C)C(=O)N2CCOCC2 (1-(7-chloro-1,3-dimethyl-1H-pyrrolo[2,3-c]pyridine-4-yl)-1-morpholin-4-yl-methanone), FC=1C=C(N)C=CC1 (3-fluoroaniline). Product: FC=1C=C(C=CC1)NC=1N=CC(=C2C1N(C=C2C)C)C(=O)N2CCOCC2 (1-[7-(3-fluoro-phenylamino)-1,3-dimethyl-1H-pyrrolo[2,3-c]pyridin-4-yl]-1-morpholin-4-yl-methanone). As a reaction SMILES: Cl[C:2]1[N:3]=[CH:4][C:5]([C:13]([N:15]2[CH2:20][CH2:19][O:18][CH2:17][CH2:16]2)=[O:14])=[C:6]2[C:10]([CH3:11])=[CH:9][N:8]([CH3:12])[C:7]=12.[F:21][C:22]1[CH:23]=[C:24]([CH:26]=[CH:27][CH:28]=1)[NH2:25]>>[F:21][C:22]1[CH:23]=[C:24]([NH:25][C:2]2[N:3]=[CH:4][C:5]([C:13]([N:15]3[CH2:20][CH2:19][O:18][CH2:17][CH2:16]3)=[O:14])=[C:6]3[C:10]([CH3:11])=[CH:9][N:8]([CH3:12])[C:7]=23)[CH:26]=[CH:27][CH:28]=1. Procedure: Prepared in a similar manner to Example 4(d) from 1-(7-chloro-1,3-dimethyl-1H-pyrrolo[2,3-c]pyridine-4-yl)-1-morpholin-4-yl-methanone (100 mg) and using 3-fluoroaniline (130 ul) instead of 3-bromoaniline and heating for 15 rather than 30 minutes to give 1-[7-(3-fluoro-phenylamino)-1,3-dimethyl-1H-pyrrolo[2,3-c]pyridin-4-yl]-1-morpholin-4-yl-methanone (89 mg). Reactants: resultant solution, C1(=CC=CC=C1)S(=O)(=O)CC1=CC=C(C(=C1C(=O)OCC)OC)C1=CC=NN1C1OCCCC1 (ethyl 6-(benzenesulphonylmethyl)-2-methoxy-3-[1-(tetrahydropyran-2-yl)pyrazol-5-yl]benzoate), C1(=CC=CC=C1)S(=O)(=O)CC1=CC=C(C(=C1C(=O)OCC)OC)C1=CC=NN1C1OCCCC1 (ethyl 6-(benzenesulphonylmethyl)-2-methoxy-3-[1-(tetrahydropyran-2-yl)pyrazol-5-yl]benzoate), resultant mixture, C(C)(=O)Cl (Acetyl chloride). Solvent: CO (methanol). The product is C1(=CC=CC=C1)S(=O)(=O)CC1=CC=C(C(=C1C(=O)OCC)OC)C1=NNC=C1 (ethyl 6-(benzenesulphonylmethyl)-2-methoxy-3-(3-pyrazolyl)benzoate). Yield: 99.2%. As a reaction SMILES: C(Cl)(=O)C.[C:5]1([S:11]([CH2:14][C:15]2[C:20]([C:21]([O:23][CH2:24][CH3:25])=[O:22])=[C:19]([O:26][CH3:27])[C:18]([C:28]3[N:32](C4CCCCO4)[N:31]=[CH:30][CH:29]=3)=[CH:17][CH:16]=2)(=[O:13])=[O:12])[CH:10]=[CH:9][CH:8]=[CH:7][CH:6]=1>CO>[C:5]1([S:11]([CH2:14][C:15]2[C:20]([C:21]([O:23][CH2:24][CH3:25])=[O:22])=[C:19]([O:26][CH3:27])[C:18]([C:28]3[CH:29]=[CH:30][NH:31][N:32]=3)=[CH:17][CH:16]=2)(=[O:13])=[O:12])[CH:10]=[CH:9][CH:8]=[CH:7][CH:6]=1. Procedure details: Acetyl chloride (0.1 ml) was added to methanol (10 ml) cooled in ice and the resultant solution was added to ethyl 6-(benzenesulphonylmethyl)-2-methoxy-3-[1-(tetrahydropyran-2-yl)pyrazol-5-yl]benzoate (Intermediate 47, 0.05 g). The resultant mixture was stirred at room temperature for 1 hour then evaporated to dryness. The residue was treated with sodium bicarbonate (saturated aqueous solution) and extracted with DCM, dried (MgSO4) and filtered. The filtrate was evaporated to dryness to give eth... The reactants are BrCc1ccccc1, O=Cc1cc(Br)ccc1O, O=C([O-])[O-], CCOC(C)=O, [K+], [K+], CN(C)C=O. Product: O=Cc1cc(Br)ccc1OCc1ccccc1. As a reaction SMILES: [Br:17][CH2:18][c:19]1[cH:20][cH:21][cH:22][cH:23][cH:24]1.[Br:1][c:2]1[cH:3][cH:4][c:5]([OH:10])[c:6]([CH:7]=[O:8])[cH:9]1.[C:11](=[O:12])([O-:13])[O-:14].[CH3:25][CH2:26][O:27][C:28](=[O:29])[CH3:30].[K+:15].[K+:16].[O:31]=[CH:32][N:33]([CH3:34])[CH3:35]>>[Br:1][c:2]1[cH:3][cH:4][c:5]([O:10][CH2:18][c:19]2[cH:20][cH:21][cH:22][cH:23][cH:24]2)[c:6]([CH:7]=[O:8])[cH:9]1. Starting materials: S1C(=CC=C1)CC(=O)Cl (2-thiopheneacetyl chloride), [NH4+].[OH-] (NH4OH). Product: S1C(=CC=C1)CC(=O)N (2-thiopheneacetamide). Isolated yield 64.0%. RXN SMILES: [S:1]1[CH:5]=[CH:4][CH:3]=[C:2]1[CH2:6][C:7](Cl)=[O:8].[NH4+:10].[OH-]>>[S:1]1[CH:5]=[CH:4][CH:3]=[C:2]1[CH2:6][C:7]([NH2:10])=[O:8] |f:1.2|. Procedure: To a mixture of concentrated NH4OH (100 mL) and ice was added 2-thiopheneacetyl chloride (13.0 g, 80.9 mmol). The desired compound crystallized from the reaction mixture. Recrystallization from hot water gave 2-thiopheneacetamide (8.08 g, 64% yield) as white crystals. mp 146°-147° C. Starting materials: NC=1C=C2C(=CNC2=CC1)C1CCN(CC1)C (5-amino-3-(1-methylpiperidin-4-yl)-1H-indole), CC1=CC=C(C(=O)O)C=C1 (4-methylbenzoic acid). Yields the product CC1=CC=C(C(=O)NC=2C=C3C(=CNC3=CC2)C2CCN(CC2)C)C=C1 (5-(4-methylbenzoyl)amino-3-(1-methylpiperidin-4-yl)-1H-indole). RXN SMILES: [NH2:1][C:2]1[CH:3]=[C:4]2[C:8](=[CH:9][CH:10]=1)[NH:7][CH:6]=[C:5]2[CH:11]1[CH2:16][CH2:15][N:14]([CH3:17])[CH2:13][CH2:12]1.[CH3:18][C:19]1[CH:27]=[CH:26][C:22]([C:23](O)=[O:24])=[CH:21][CH:20]=1>>[CH3:18][C:19]1[CH:27]=[CH:26][C:22]([C:23]([NH:1][C:2]2[CH:3]=[C:4]3[C:8](=[CH:9][CH:10]=2)[NH:7][CH:6]=[C:5]3[CH:11]2[CH2:16][CH2:15][N:14]([CH3:17])[CH2:13][CH2:12]2)=[O:24])=[CH:21][CH:20]=1. Procedure: Reacting 12.0 mg (0.05 mMol) 5-amino-3-(1-methylpiperidin-4-yl)-1H-indole with 14.0 mg (0.10 mMol) 4-methylbenzoic acid at 70° C., 12.0 mg (69%) of the title compound were recovered. Reactants: solution, COB(CC)CC (methoxydiethylborane), [BH4-].[Na+] (sodium borohydride), C(#N)C[C@H](CC(CC(=O)N(C1=CC=CC=C1)C1=CC=CC=C1)=O)O ((R)-6-cyano-5-hydroxy-3-oxo-N,N-diphenylhexanamide), CO (methanol). The solvent is O1CCCC1 (tetrahydrofuran), C(C)(=O)OCC (ethyl acetate), O1CCCC1 (tetrahydrofuran). Run at temperature -20 celsius, time 10 hour. The product is C(#N)CC(CC(CC(=O)N(C1=CC=CC=C1)C1=CC=CC=C1)O)O (6-cyano-3,5-dihydroxy-N,N-diphenylhexanamide). As a reaction SMILES: [C:1]([CH2:3][C@@H:4]([OH:24])[CH2:5][C:6](=[O:23])[CH2:7][C:8]([N:10]([C:17]1[CH:22]=[CH:21][CH:20]=[CH:19][CH:18]=1)[C:11]1[CH:16]=[CH:15][CH:14]=[CH:13][CH:12]=1)=[O:9])#[N:2].CO.COB(CC)CC.[BH4-].[Na+]>O1CCCC1.C(OCC)(=O)C>[C:1]([CH2:3][CH:4]([OH:24])[CH2:5][CH:6]([OH:23])[CH2:7][C:8]([N:10]([C:17]1[CH:22]=[CH:21][CH:20]=[CH:19][CH:18]=1)[C:11]1[CH:12]=[CH:13][CH:14]=[CH:15][CH:16]=1)=[O:9])#[N:2] |f:3.4|. Procedure: Crude (R)-6-cyano-5-hydroxy-3-oxo-N,N-diphenylhexanamide, approximately 0.2 mol, is dissolved in tetrahydrofuran (200 mL) and methanol (100 mL) under a nitrogen atmosphere. The solution is cooled to -20° C., and a 50% solution of methoxydiethylborane in tetrahydrofuran (105 mL) is added. The reaction is cooled to -78° C., and sodium borohydride (24 g, 0.63 mol) is added over 30 minutes. The reaction mixture is maintained at -78° C. for 5 hours, allowed to warm to room temperature, and stand for ... The reactants are O=[N+]([O-])c1ccc2c(c1)CN(Cc1ccccc1)C2, CO. Yields the product Nc1ccc2c(c1)CN(Cc1ccccc1)C2. Reaction SMILES: [CH2:1]([c:2]1[cH:3][cH:4][cH:5][cH:6][cH:7]1)[N:8]1[CH2:9][c:10]2[cH:11][cH:12][c:13]([N+:17]([O-:18])=[O:19])[cH:14][c:15]2[CH2:16]1.[CH3:20][OH:21]>>[CH2:1]([c:2]1[cH:3][cH:4][cH:5][cH:6][cH:7]1)[N:8]1[CH2:9][c:10]2[cH:11][cH:12][c:13]([NH2:17])[cH:14][c:15]2[CH2:16]1.